This data is from the Open Reaction Database (ORD), a public repository of structured organic reaction records. The task is: describe an organic reaction: reactants, conditions, products, and yield The reactants are [N+](=O)([O-])C=1C=CC(=C(C1)C1=NC(C2=NN=NC2=N1)=O)OCCC (2-(5-Nitro-2-propoxyphenyl)-8-azapurin-6-one). Reagents/catalysts: [Pt]=O (platinum oxide). The solvent is C(C)OCCO (2-ethoxyethanol). Reaction conditions: time 24 hour. The product is NC=1C=CC(=C(C1)C1=NC(C2=NN=NC2=N1)=O)OCCC (2-(5-amino-2-propoxyphenyl)-8-azapurin-6-one). Yield: 41.5%. Reaction SMILES: [N+:1]([C:4]1[CH:5]=[CH:6][C:7]([O:20][CH2:21][CH2:22][CH3:23])=[C:8]([C:10]2[N:18]=[C:17]3[C:13](=[N:14][N:15]=[N:16]3)[C:12](=[O:19])[N:11]=2)[CH:9]=1)([O-])=O>C(OCCO)C.[Pt]=O>[NH2:1][C:4]1[CH:5]=[CH:6][C:7]([O:20][CH2:21][CH2:22][CH3:23])=[C:8]([C:10]2[N:18]=[C:17]3[C:13](=[N:14][N:15]=[N:16]3)[C:12](=[O:19])[N:11]=2)[CH:9]=1. Reported procedure: 2-(5-Nitro-2-propoxyphenyl)-8-azapurin-6-one (32 g) was dissolved in 2-ethoxyethanol (400 ml) and the solution was hydrogenated under a hydrogen pressure of 5 kg/cm2 at 30° C. using platinum oxide (3 g) as catalyst. After 3 hours when reaction was complete, the catalyst was filtered off and the solvent was removed from the filtrate in vacuo. The resulting brown oil was heated at reflux with hydrochloric acid (600 ml; 2 N) and the mixture was then treated with charcoal and filtered. The filtrate ... Starting materials: COC(CC1=CSC2=C1C(=CC(=C2)OCC=2C(=NC(=CC2)C(F)(F)F)C)F)=O (methyl(4-fluoro-6-((2-methyl-6-(trifluoromethyl)pyridin-3-yl)methoxy)-1-benzothiophen-3-yl)acetate), [OH-].[Na+] (NaOH), C1CCOC1 (THF), Cl (HCl). The solvent is CO (MeOH), O (water). Reaction conditions: time 1.5 hour. Product: FC1=CC(=CC2=C1C(=CS2)CC(=O)O)OCC=2C(=NC(=CC2)C(F)(F)F)C ((4-Fluoro-6-((2-methyl-6-(trifluoromethyl)pyridin-3-yl)methoxy)-1-benzothiophen-3-yl)acetic acid). Yield: 90.6%. RXN SMILES: C[O:2][C:3](=[O:28])[CH2:4][C:5]1[C:9]2[C:10]([F:27])=[CH:11][C:12]([O:14][CH2:15][C:16]3[C:17]([CH3:26])=[N:18][C:19]([C:22]([F:25])([F:24])[F:23])=[CH:20][CH:21]=3)=[CH:13][C:8]=2[S:7][CH:6]=1.[OH-].[Na+].C1COCC1.Cl>O.CO>[F:27][C:10]1[C:9]2[C:5]([CH2:4][C:3]([OH:28])=[O:2])=[CH:6][S:7][C:8]=2[CH:13]=[C:12]([O:14][CH2:15][C:16]2[C:17]([CH3:26])=[N:18][C:19]([C:22]([F:23])([F:24])[F:25])=[CH:20][CH:21]=2)[CH:11]=1 |f:1.2|. Procedure: A mixture of methyl(4-fluoro-6-((2-methyl-6-(trifluoromethyl)pyridin-3-yl)methoxy)-1-benzothiophen-3-yl)acetate (240 mg), 1N NaOH (2 mL), THF (2 mL) and MeOH (2 mL) was stirred at room temperature for 1.5 h. To the mixture were added 1N HCl (2 mL) and water. The mixture was extracted with EtOAc. The organic layer was separated, washed with brine, dried over MgSO4 and concentrated in vacuo. The residual solid was washed with hexane to give the title compound (210 mg). The crystals were crystalliz... Reactants: ClC=1C=C(CO)C=CC1 (3-chlorobenzyl alcohol), C(C)(=O)OC(C)=O (acetic acid anhydride). Run in C1=CC=CC=C1 (benzene). Product: C(C)(=O)OCC1=CC(=CC=C1)Cl (3-chlorobenzyl acetate). The yield is 96.0%. RXN SMILES: [Cl:1][C:2]1[CH:3]=[C:4]([CH:7]=[CH:8][CH:9]=1)[CH2:5][OH:6].[C:10](OC(=O)C)(=[O:12])[CH3:11]>C1C=CC=CC=1>[C:10]([O:6][CH2:5][C:4]1[CH:7]=[CH:8][CH:9]=[C:2]([Cl:1])[CH:3]=1)(=[O:12])[CH3:11]. Reported procedure: Into a solution of 84.4 g. (0.592 mole) of 3-chlorobenzyl alcohol in 40 cm3. of benzene 61.5 g. (0.6 mole) of acetic acid anhydride are dropped during 15 minutes while boiling. The reaction mixture is refluxed with 100 cm3. of benzene and washed with 100 cm3. of water thoroughly. The organic phase is separated and evaporated. 105.2 g. of 3-chlorobenzyl acetate are obtained which is suitable to ether-formation. nD20 : 1.5226, yield 96%.